From a dataset of the Open Reaction Database (ORD), a public repository of structured organic reaction records. describe an organic reaction: reactants, conditions, products, and yield Conditions: time 20 minute. Solvent: CN(C=O)C (N,N-dimethylformamide), C(C)OCC (diethyl ether), CN(C=O)C (N,N-dimethylformamide). The product is ClC=1C=CC2=C(NC(N(C2=O)C2=CC=C(C=C2)OCC(F)(F)F)=S)N1 (7-chloro-2-thioxo-3-[4-(2,2,2-trifluoroethoxy)phenyl]pyrido[2,3-d]pyrimidin-4(3H)-one). As a reaction SMILES: [N:1]([C:4]1[CH:9]=[CH:8][C:7]([O:10][CH2:11][C:12]([F:15])([F:14])[F:13])=[CH:6][CH:5]=1)=[C:2]=[S:3].[H-].[Na+].[NH2:18][C:19]1[C:24]([C:25](OC)=[O:26])=[CH:23][CH:22]=[C:21]([Cl:29])[N:20]=1.Cl>CN(C)C=O.C(OCC)C>[Cl:29][C:21]1[CH:22]=[CH:23][C:24]2[C:25](=[O:26])[N:1]([C:4]3[CH:5]=[CH:6][C:7]([O:10][CH2:11][C:12]([F:13])([F:15])[F:14])=[CH:8][CH:9]=3)[C:2](=[S:3])[NH:18][C:19]=2[N:20]=1 |f:1.2|. Isolated yield 17.9%. Procedure: 1-Isothiocyanato-4-(2,2,2-trifluoroethoxy)benzene (4.06 g) was dissolved in N,N-dimethylformamide (50 ml), and sodium hydride (60% in oil, 1.39 g) was added thereto under ice-cooling. Methyl 2-amino-6-chloropyridine-3-carboxylate (2.95 g) was dissolved in N,N-dimethylformamide (25 ml), the solution was added dropwise to the reaction mixture under ice-cooling, and the mixture was stirred for 20 min, and then at room temperature for 1 hr and 30 min. The reaction mixture was poured into 0.5M hydroc... The reactants are NC1=NC(=CC=C1C(=O)OC)Cl (Methyl 2-amino-6-chloropyridine-3-carboxylate), N(=C=S)C1=CC=C(C=C1)OCC(F)(F)F (1-Isothiocyanato-4-(2,2,2-trifluoroethoxy)benzene), [H-].[Na+] (sodium hydride), Cl (hydrochloric acid). The reactants are CC(C)C1CC(O[Si](C)(C)C(C)(C)C)CCC1N1CCC(NC(=O)OCc2ccccc2)C1=O, CC(=O)O, C1CCOC1, O. The product is CC(C)C1CC(O)CCC1N1CCC(NC(=O)OCc2ccccc2)C1=O. RXN SMILES: [C:1]([Si:2]([CH3:3])([CH3:4])[O:6][CH:7]1[CH2:8][CH:9]([CH:30]([CH3:31])[CH3:32])[CH:10]([N:13]2[C:14](=[O:29])[CH:15]([NH:18][C:19]([O:20][CH2:21][c:22]3[cH:23][cH:24][cH:25][cH:26][cH:27]3)=[O:28])[CH2:16][CH2:17]2)[CH2:11][CH2:12]1)([CH3:5])([CH3:33])[CH3:34].[C:35]([OH:36])(=[O:37])[CH3:38].[CH2:39]1[O:40][CH2:41][CH2:42][CH2:43]1.[OH2:44]>>[OH:6][CH:7]1[CH2:8][CH:9]([CH:30]([CH3:31])[CH3:32])[CH:10]([N:13]2[C:14](=[O:29])[CH:15]([NH:18][C:19]([O:20][CH2:21][c:22]3[cH:23][cH:24][cH:25][cH:26][cH:27]3)=[O:28])[CH2:16][CH2:17]2)[CH2:11][CH2:12]1. Starting materials: C(C1=CC=CC=C1)N1C[C@@H]2[C@@H]([C@H](C1)CO)O[C@]([C@@](O2)(C)OC)(C)OC (((2S,3S,4aR,8R,8aR)-6-benzyl-2,3-dimethoxy-2,3-dimethyloctahydro-[1,4]dioxino[2,3-c]pyridine-8-yl)methanol), S(=O)(Cl)Cl (thionyl chloride), CH2Cl2 2-PrOH. Solvent: C(Cl)(Cl)Cl (chloroform). Product: C(C1=CC=CC=C1)N1C[C@@H]2[C@@H]([C@H](C1)CCl)O[C@]([C@@](O2)(C)OC)(C)OC ((2S,3S,4aR,8S,8aR)-6-benzyl-8-(chloromethyl)-2,3-dimethoxy-2,3-dimethyloctahydro-[1,4]dioxino[2,3-c]pyridine). Isolated yield 83.8%. Reaction SMILES: [CH2:1]([N:8]1[CH2:13][C@H:12]([CH2:14]O)[C@H:11]2[O:16][C@@:17]([O:24][CH3:25])([CH3:23])[C@:18]([O:21][CH3:22])([CH3:20])[O:19][C@@H:10]2[CH2:9]1)[C:2]1[CH:7]=[CH:6][CH:5]=[CH:4][CH:3]=1.S(Cl)([Cl:28])=O>C(Cl)(Cl)Cl>[CH2:1]([N:8]1[CH2:13][C@H:12]([CH2:14][Cl:28])[C@H:11]2[O:16][C@@:17]([O:24][CH3:25])([CH3:23])[C@:18]([O:21][CH3:22])([CH3:20])[O:19][C@@H:10]2[CH2:9]1)[C:2]1[CH:7]=[CH:6][CH:5]=[CH:4][CH:3]=1. Procedure details: To a solution of ((2S,3S,4aR,8R,8aR)-6-benzyl-2,3-dimethoxy-2,3-dimethyloctahydro-[1,4]dioxino[2,3-c]pyridine-8-yl)methanol (1) (2.5 g, 7.1 mmol) in chloroform (35 mL) was added thionyl chloride (1.3 mL, 18 mmol). The resulting mixture was heated at reflux for 4-8 hours until reaction was judged complete by TLC (98:2 CH2Cl2/2-PrOH). Solvent and excess reagent were evaporated in vacuo and the residue was chromatographed (98:2 CH2Cl2/2-PrOH) to give the title compound (2.2 g, 85%). Product was cha... Reactants: O=C([O-])[O-], Cc1ccccc1, CCOC(C)=O, Clc1ccc(Nc2nc(Cl)nc(Cl)n2)cc1, [K+], [K+], Nc1ccccc1, C1COCCOCCOCCOCCOCCO1. Yields the product Clc1ccc(Nc2nc(Cl)nc(Nc3ccccc3)n2)cc1. Reaction SMILES: [C:17](=[O:18])([O-:19])[O-:20].[CH3:48][c:49]1[cH:50][cH:51][cH:52][cH:53][cH:54]1.[CH3:55][CH2:56][O:57][C:58](=[O:59])[CH3:60].[Cl:1][c:2]1[cH:3][cH:4][c:5]([NH:8][c:9]2[n:10][c:11]([Cl:16])[n:12][c:13]([Cl:15])[n:14]2)[cH:6][cH:7]1.[K+:21].[K+:22].[NH2:41][c:42]1[cH:43][cH:44][cH:45][cH:46][cH:47]1.[O:23]1[CH2:24][CH2:25][O:26][CH2:27][CH2:28][O:29][CH2:30][CH2:31][O:32][CH2:33][CH2:34][O:35][CH2:36][CH2:37][O:38][CH2:39][CH2:40]1>>[Cl:1][c:2]1[cH:3][cH:4][c:5]([NH:8][c:9]2[n:10][c:11]([Cl:16])[n:12][c:13]([NH:41][c:42]3[cH:43][cH:44][cH:45][cH:46][cH:47]3)[n:14]2)[cH:6][cH:7]1. Reactants: ClC1=CC(=NC2=CC=C(C=C12)C)N1CCS(C2=C(C1)C=CC=C2)(=O)=O (4-(4-chloro-6-methylquinolin-2-yl)-2,3,4,5-tetrahydro-1,4-benzothiazepine 1,1-dioxide), N1(CCCCC1)CCN (2-(piperidin-1-yl)ethanamine). Product: O=S1(CCN(CC2=C1C=CC=C2)C2=NC1=CC=C(C=C1C(=C2)NCCN2CCCCC2)C)=O (2-(1,1-Dioxido-2,3-dihydro-1,4-benzothiazepin-4(5H)-yl)-6-methyl-N-[2-(piperidin-1-yl)ethyl]quinolin-4-amine). As a reaction SMILES: Cl[C:2]1[C:11]2[C:6](=[CH:7][CH:8]=[C:9]([CH3:12])[CH:10]=2)[N:5]=[C:4]([N:13]2[CH2:19][C:18]3[CH:20]=[CH:21][CH:22]=[CH:23][C:17]=3[S:16](=[O:25])(=[O:24])[CH2:15][CH2:14]2)[CH:3]=1.[N:26]1([CH2:32][CH2:33][NH2:34])[CH2:31][CH2:30][CH2:29][CH2:28][CH2:27]1>>[O:24]=[S:16]1(=[O:25])[C:17]2[CH:23]=[CH:22][CH:21]=[CH:20][C:18]=2[CH2:19][N:13]([C:4]2[CH:3]=[C:2]([NH:34][CH2:33][CH2:32][N:26]3[CH2:31][CH2:30][CH2:29][CH2:28][CH2:27]3)[C:11]3[C:6](=[CH:7][CH:8]=[C:9]([CH3:12])[CH:10]=3)[N:5]=2)[CH2:14][CH2:15]1. Reported procedure: The title compound was prepared in analogy to Example 9-1 in Scheme 5 by using 4-(4-chloro-6-methylquinolin-2-yl)-2,3,4,5-tetrahydro-1,4-benzothiazepine 1,1-dioxide (prepared in analogy to the one in Example 2-1) and 2-(piperidin-1-yl)ethanamine. MS obsd. (ESI+) [(M+H)+] 465, 1H NMR (400 MHz, CDCl3) δ ppm 8.04 (d, J=7.6 Hz, 1 H), 7.67 (d, J=7.6 Hz, 1 H), 7.51 (m, 2 H), 7.38 (t, J=7.6 Hz, 1 H), 7.30 (m, 2 H), 5.74 (m, 1 H), 5.12 (s, 2 H), 4.6 (brs, 2 H), 3.58 (s, 2 H), 3.28 (m, 2 H), 2.75 (t, J=8... Reaction SMILES: [C:16]([OH:17])(=[O:18])[CH3:19].[F:1][C:2]([c:3]1[c:4]([OH:9])[cH:5][cH:6][cH:7][cH:8]1)([F:10])[F:11].[OH:12][N+:13]([O-:14])=[O:15]>>[F:1][C:2]([c:3]1[c:4]([OH:9])[c:5]([N+:13](=[O:12])[O-:14])[cH:6][cH:7][cH:8]1)([F:10])[F:11]. Starting materials: CC(=O)O, Oc1ccccc1C(F)(F)F, O=[N+]([O-])O. The product is O=[N+]([O-])c1cccc(C(F)(F)F)c1O. Starting materials: compound 33b, C(C)OC(C(CC(C)C)C=1C=C(C=C(C1)C1CNCCC1)C1=CC=C(C=C1)C(F)(F)F)=O (4-Methyl-2-(5-piperidin-3-yl-4′-trifluoromethyl-biphenyl-3-yl)-pentanoic acid ethyl ester), FC(OC1=CC=C(CBr)C=C1)(F)F (4-Trifluoromethoxybenzylbromide), C(C)(C)N(CC)C(C)C (diisopropylethylamine). Run in CC#N (CH3CN), CCOC(=O)C (EtOAc). Yields the product C(C)OC(C(CC(C)C)C=1C=C(C=C(C1)C1CN(CCC1)CC1=CC=C(C=C1)OC(F)(F)F)C1=CC=C(C=C1)C(F)(F)F)=O (4-Methyl-2-{5-[1-(4-trifluoromethoxy-benzyl)-piperidin-3-yl]-4′-trifluoromethyl-biphenyl-3-yl}-pentanoic acid ethyl ester). The yield is 83.0%. Reaction SMILES: [CH2:1]([O:3][C:4](=[O:32])[CH:5]([C:10]1[CH:11]=[C:12]([C:22]2[CH:27]=[CH:26][C:25]([C:28]([F:31])([F:30])[F:29])=[CH:24][CH:23]=2)[CH:13]=[C:14]([CH:16]2[CH2:21][CH2:20][CH2:19][NH:18][CH2:17]2)[CH:15]=1)[CH2:6][CH:7]([CH3:9])[CH3:8])[CH3:2].[F:33][C:34]([F:45])([F:44])[O:35][C:36]1[CH:43]=[CH:42][C:39]([CH2:40]Br)=[CH:38][CH:37]=1.C(N(C(C)C)CC)(C)C>CC#N.CCOC(C)=O>[CH2:1]([O:3][C:4](=[O:32])[CH:5]([C:10]1[CH:11]=[C:12]([C:22]2[CH:23]=[CH:24][C:25]([C:28]([F:29])([F:30])[F:31])=[CH:26][CH:27]=2)[CH:13]=[C:14]([CH:16]2[CH2:21][CH2:20][CH2:19][N:18]([CH2:40][C:39]3[CH:42]=[CH:43][C:36]([O:35][C:34]([F:33])([F:44])[F:45])=[CH:37][CH:38]=3)[CH2:17]2)[CH:15]=1)[CH2:6][CH:7]([CH3:9])[CH3:8])[CH3:2]. Procedure: To a solution of compound 33b 4-Methyl-2-(5-piperidin-3-yl-4′-trifluoromethyl-biphenyl-3-yl)-pentanoic acid ethyl ester (60.8 mg, 0.136 mmol) in CH3CN (5 ml) was added 4-Trifluoromethoxybenzylbromide) (33 μl, 0.20 mmol) and diisopropylethylamine (47 μl, 0.27 mmol). The reaction was microwaved at 130° C. for 10 minutes, then diluted with EtOAc and washed with brine, sat. NaHCO3, and brine, dried and filtered. Purification by silica gel chromatography (Isco) gave the desired product as a clear oil... The reactants are C(#N)C1=C(C=CC(=C1)C)C1=CC(=CC(=C1)C(=O)OC)C(=O)O (2′-cyano-5-(methoxycarbonyl)-4′-methylbiphenyl-3-carboxylic acid), Cl.CN(CCCN=C=NCC)C (N-(3-dimethylaminopropyl)-N′-ethylcarbodiimide hydrochloride), O.ON1N=NC2=C1C=CC=C2 (1-hydroxybenzotriazole hydrate), N1CCCC1 (pyrrolidine), C(C)(C)N(C(C)C)CC (N,N-diisopropylethylamine). Solvent: C(Cl)Cl (methylene chloride). Reaction conditions: time 8 hour. The product is C(#N)C1=C(C=CC(=C1)C)C1=CC(=CC(=C1)C(=O)N1CCCC1)C(=O)OC (Methyl 2′-cyano-4′-methyl-5-(pyrrolidine-1-carbonyl)biphenyl-3-carboxylate). As a reaction SMILES: [C:1]([C:3]1[CH:8]=[C:7]([CH3:9])[CH:6]=[CH:5][C:4]=1[C:10]1[CH:15]=[C:14]([C:16]([O:18][CH3:19])=[O:17])[CH:13]=[C:12]([C:20]([OH:22])=O)[CH:11]=1)#[N:2].Cl.CN(C)[CH2:26][CH2:27][CH2:28][N:29]=[C:30]=NCC.O.ON1C2C=CC=CC=2N=N1.N1CCCC1.C(N(CC)C(C)C)(C)C>C(Cl)Cl>[C:1]([C:3]1[CH:8]=[C:7]([CH3:9])[CH:6]=[CH:5][C:4]=1[C:10]1[CH:11]=[C:12]([C:20]([N:29]2[CH2:30][CH2:26][CH2:27][CH2:28]2)=[O:22])[CH:13]=[C:14]([C:16]([O:18][CH3:19])=[O:17])[CH:15]=1)#[N:2] |f:1.2,3.4|. Procedure: To a mixture of 2′-cyano-5-(methoxycarbonyl)-4′-methylbiphenyl-3-carboxylic acid (0.20 g, 0.68 mmol), N-(3-dimethylaminopropyl)-N′-ethylcarbodiimide hydrochloride (0.26 g, 1.4 mmol), 1-hydroxybenzotriazole hydrate (0.21 g, 1.4 mmol), and methylene chloride (10 mL) were added pyrrolidine (0.072 g, 1.0 mmol) and N,N-diisopropylethylamine (0.24 mL, 1.4 mmol). The mixture was stirred at room temperature overnight, and then concentrated. The residue was purified via flash chromatography (silica gel c...